Task: describe an organic reaction: reactants, conditions, products, and yield. Dataset: the Open Reaction Database (ORD), a public repository of structured organic reaction records Starting materials: C(C)(C)(C)OC(=O)N1[C@H](CCC1)C(N(C)C1CC1)=O ((R)-2-(cyclopropyl-methyl-carbamoyl)-pyrrolidine-1-carboxylic acid tert-butyl ester). Solvent: C(=O)(C(F)(F)F)O (TFA), C(Cl)Cl (DCM). Yields the product C1(CC1)N(C(=O)[C@@H]1NCCC1)C ((R)-pyrrolidine-2-carboxylic acid cyclopropyl-methyl-amide). Reaction SMILES: C(OC([N:8]1[CH2:12][CH2:11][CH2:10][C@@H:9]1[C:13](=[O:19])[N:14]([CH:16]1[CH2:18][CH2:17]1)[CH3:15])=O)(C)(C)C>C(O)(C(F)(F)F)=O.C(Cl)Cl>[CH:16]1([N:14]([CH3:15])[C:13]([C@H:9]2[CH2:10][CH2:11][CH2:12][NH:8]2)=[O:19])[CH2:18][CH2:17]1. Reported procedure: A solution of (R)-2-(cyclopropyl-methyl-carbamoyl)-pyrrolidine-1-carboxylic acid tert-butyl ester (958 mg, 3.57 mmol) in 50% TFA in DCM (5 mL) was stirred at rt for 4 hours. The reaction was concentrated and purified to give (R)-pyrrolidine-2-carboxylic acid cyclopropyl-methyl-amide. Reactants: BrC1=CC(=C(C(=O)OC2CCN(CC2)CC2=CC=CC=C2)C=C1)[N+](=O)[O-] (1-benzyl-piperidin-4-yl 4-bromo-2-nitro-benzoate), C(C)(=O)O (acetic acid). The reagents and catalysts are [Fe] (iron). Solvent: C(C)O (ethanol). The product is NC1=C(C(=O)OC2CCN(CC2)CC2=CC=CC=C2)C=CC(=C1)Br (1-benzyl-piperidin-4-yl 2-amino-4-bromo-benzoate). Isolated yield 106.6%. As a reaction SMILES: [Br:1][C:2]1[CH:23]=[CH:22][C:5]([C:6]([O:8][CH:9]2[CH2:14][CH2:13][N:12]([CH2:15][C:16]3[CH:21]=[CH:20][CH:19]=[CH:18][CH:17]=3)[CH2:11][CH2:10]2)=[O:7])=[C:4]([N+:24]([O-])=O)[CH:3]=1.C(O)(=O)C>C(O)C.[Fe]>[NH2:24][C:4]1[CH:3]=[C:2]([Br:1])[CH:23]=[CH:22][C:5]=1[C:6]([O:8][CH:9]1[CH2:14][CH2:13][N:12]([CH2:15][C:16]2[CH:21]=[CH:20][CH:19]=[CH:18][CH:17]=2)[CH2:11][CH2:10]1)=[O:7]. Procedure details: 0.42 g (0.001 mol) of 1-benzyl-piperidin-4-yl 4-bromo-2-nitro-benzoate was dissolved in 6 ml of ethanol and treated with 6 ml of glacial acetic acid and 0.225 g (0.004 mol) of iron powder. The mixture was boiled at reflux for 6 hrs. and concentrated and the residue was made basic with sat. sodium carbonate solution. The aqueous phase was extracted with ethyl acetate and the organic phase was washed with sat. sodium chloride solution and dried over sodium sulfate. After concentration the residue ... Reactants: FC1=CC2=C(C(=NO2)C2CCNCC2)C=C1 (6-fluoro-3-(4-piperidinyl)-1,2-benzisoxazole), C(=O)([O-])[O-].[K+].[K+] (K2CO3), BrCCCOC1=C(C=C(C=C1)C1(CC=CC=C1)C=O)OC (1-[4-(3-bromopropoxy)-3-methoxyphenyl]phenylmethanone). Solvent: C(C)#N (acetonitrile). Yields the product FC1=CC2=C(C(=NO2)C2CCN(CC2)CCCOC2=C(C=C(C=C2)C=O)OC)C=C1 (4-[3-[4-(6-Fluoro-1,2-benzisoxazol-3-yl)-1-piperidinyl]propoxy]-3-methoxyphenylmethanone). The yield is 102.8%. As a reaction SMILES: [F:1][C:2]1[CH:16]=[CH:15][C:5]2[C:6]([CH:9]3[CH2:14][CH2:13][NH:12][CH2:11][CH2:10]3)=[N:7][O:8][C:4]=2[CH:3]=1.C([O-])([O-])=[O:18].[K+].[K+].Br[CH2:24][CH2:25][CH2:26][O:27][C:28]1[CH:33]=[CH:32][C:31]([C:34]2(C=O)C=CC=CC2)=[CH:30][C:29]=1[O:42][CH3:43]>C(#N)C>[F:1][C:2]1[CH:16]=[CH:15][C:5]2[C:6]([CH:9]3[CH2:10][CH2:11][N:12]([CH2:24][CH2:25][CH2:26][O:27][C:28]4[CH:33]=[CH:32][C:31]([CH:34]=[O:18])=[CH:30][C:29]=4[O:42][CH3:43])[CH2:13][CH2:14]3)=[N:7][O:8][C:4]=2[CH:3]=1 |f:1.2.3|. Procedure details: A mixture of 6-fluoro-3-(4-piperidinyl)-1,2-benzisoxazole (2.2 g, 10 mmol), K2CO3 (2.3 g) and 1-[4-(3-bromopropoxy)-3-methoxyphenyl]phenylmethanone (3.47 g, 10 mmol) in acetonitrile (100 ml) was heated at reflux for 3 hours. At the end of reaction, the acetonitrile was concentrated and the mixture was extracted into dichloromethane (200 ml). The insolubles were filtered off and the solvent was evaporated to an oil. Purification was carried out by flash chromatography over a silica gel column (Si... Product: C(C1=CC=CC=C1)ON(S(=O)(=O)C1=C(C=CC=C1)[N+](=O)[O-])[C@@H]1C(=C[C@H](N(C1)C(=O)OC(C)(C)C)C(=O)O)CC[N+](=O)[O-] ((2S,5R)-5-(N-(benzyloxy)-2-nitrophenylsulfonamido)-1-(tert-butoxycarbonyl)-4-(2-nitroethyl)-1,2,5,6-tetrahydropyridine-2-carboxylic acid), foam. Reported procedure: The title compound was prepared from (2S,5R)-tert-butyl 5-(N-(benzyloxy)-2-nitrophenylsulfonamido)-2-(hydroxymethyl)-4-(2-nitroethyl)-5,6-dihydropyridine-1(2H)-carboxylate (Intermediate 221, 4.1 g, 6.92 mmol) according to the procedure described for Intermediate 19. The desired product was obtained as an off-white foam (4.0 g, 98%). Reaction SMILES: [CH2:1]([O:8][N:9]([C@H:22]1[CH2:27][N:26]([C:28]([O:30][C:31]([CH3:34])([CH3:33])[CH3:32])=[O:29])[C@H:25]([CH2:35][OH:36])[CH:24]=[C:23]1[CH2:37][CH2:38][N+:39]([O-:41])=[O:40])[S:10]([C:13]1[CH:18]=[CH:17][CH:16]=[CH:15][C:14]=1[N+:19]([O-:21])=[O:20])(=[O:12])=[O:11])[C:2]1[CH:7]=[CH:6][CH:5]=[CH:4][CH:3]=1.C([O:45]N([C@H]1CN(C(OC(C)(C)C)=O)[C@H](C(O)=O)C=C1C)S(C1C=CC=CC=1[N+]([O-])=O)(=O)=O)C=C>>[CH2:1]([O:8][N:9]([C@H:22]1[CH2:27][N:26]([C:28]([O:30][C:31]([CH3:34])([CH3:33])[CH3:32])=[O:29])[C@H:25]([C:35]([OH:45])=[O:36])[CH:24]=[C:23]1[CH2:37][CH2:38][N+:39]([O-:41])=[O:40])[S:10]([C:13]1[CH:18]=[CH:17][CH:16]=[CH:15][C:14]=1[N+:19]([O-:21])=[O:20])(=[O:11])=[O:12])[C:2]1[CH:3]=[CH:4][CH:5]=[CH:6][CH:7]=1. The yield is 98.0%. Starting materials: C(C=C)ON(S(=O)(=O)C1=C(C=CC=C1)[N+](=O)[O-])[C@@H]1C(=C[C@H](N(C1)C(=O)OC(C)(C)C)C(=O)O)C ((2S,5R)-5-(N-(allyloxy)-2-nitrophenylsulfonamido)-1-(tert-butoxycarbonyl)-4-methyl-1,2,5,6-tetrahydropyridine-2-carboxylic acid), C(C1=CC=CC=C1)ON(S(=O)(=O)C1=C(C=CC=C1)[N+](=O)[O-])[C@@H]1C(=C[C@H](N(C1)C(=O)OC(C)(C)C)CO)CC[N+](=O)[O-] ((2S,5R)-tert-butyl 5-(N-(benzyloxy)-2-nitrophenylsulfonamido)-2-(hydroxymethyl)-4-(2-nitroethyl)-5,6-dihydropyridine-1(2H)-carboxylate), C(C1=CC=CC=C1)ON(S(=O)(=O)C1=C(C=CC=C1)[N+](=O)[O-])[C@@H]1C(=C[C@H](N(C1)C(=O)OC(C)(C)C)CO)CC[N+](=O)[O-] ((2S,5R)-tert-butyl 5-(N-(benzyloxy)-2-nitrophenylsulfonamido)-2-(hydroxymethyl)-4-(2-nitroethyl)-5,6-dihydropyridine-1(2H)-carboxylate). Starting materials: CCOC(=O)C=C(c1ccccc1Cl)c1cc2cnc(S(C)(=O)=O)nc2n1-c1c(F)cccc1F, CN1CCCC1=O, CCN(C(C)C)C(C)C, [Cl-], Cl, CC(N)C(C)(C)O, [NH4+]. The product is CCOC(=O)C=C(c1ccccc1Cl)c1cc2cnc(NC(C)C(C)(C)O)nc2n1-c1c(F)cccc1F. Reaction SMILES: [CH2:1]([CH3:2])[O:3][C:4]([CH:5]=[C:6]([c:7]1[cH:8][c:9]2[c:10]([n:11][c:12]([S:15]([CH3:16])(=[O:17])=[O:18])[n:13][cH:14]2)[n:19]1-[c:20]1[c:21]([F:27])[cH:22][cH:23][cH:24][c:25]1[F:26])[c:28]1[c:29]([Cl:34])[cH:30][cH:31][cH:32][cH:33]1)=[O:35].[CH3:53][N:54]1[CH2:55][CH2:56][CH2:57][C:58]1=[O:59].[CH:36]([N:37]([CH:38]([CH3:39])[CH3:40])[CH2:41][CH3:42])([CH3:43])[CH3:44].[Cl-:60].[ClH:45].[NH2:46][CH:47]([C:48]([CH3:49])([OH:50])[CH3:51])[CH3:52].[NH4+:61]>>[CH2:1]([CH3:2])[O:3][C:4]([CH:5]=[C:6]([c:7]1[cH:8][c:9]2[c:10]([n:11][c:12]([NH:46][CH:47]([C:48]([CH3:49])([OH:50])[CH3:51])[CH3:52])[n:13][cH:14]2)[n:19]1-[c:20]1[c:21]([F:27])[cH:22][cH:23][cH:24][c:25]1[F:26])[c:28]1[c:29]([Cl:34])[cH:30][cH:31][cH:32][cH:33]1)=[O:35]. Reactants: BrCCCCCCCBr, O=C1NC(=O)c2ccccc21, CN(C)C=O, [K]. Product: O=C1NC(=O)c2c(CCCCCCCBr)cccc21. RXN SMILES: [Br:13][CH2:14][CH2:15][CH2:16][CH2:17][CH2:18][CH2:19][CH2:20][Br:21].[C:1]1(=[O:11])[c:2]2[c:3]([cH:7][cH:8][cH:9][cH:10]2)[C:4](=[O:6])[NH:5]1.[CH3:22][N:23]([CH3:24])[CH:25]=[O:26].[K:12]>>[C:1]1(=[O:11])[c:2]2[c:3]([cH:7][cH:8][cH:9][c:10]2[CH2:20][CH2:19][CH2:18][CH2:17][CH2:16][CH2:15][CH2:14][Br:13])[C:4](=[O:6])[NH:5]1.